Dataset: the Open Reaction Database (ORD), a public repository of structured organic reaction records. Task: describe an organic reaction: reactants, conditions, products, and yield The reactants are OB(O)c1ccccc1 (effective_coupling_partner), CCN(CC)C(=O)Oc1cnccc1 (substrate). Reagents/catalysts: PCy3. Reaction conditions: temperature 150 celsius, time 10 hour. Yields the product c1ccccc1c1cnccc1. Starting materials: Cn1cnc(Cl)c1S(=O)(=O)O, [H][H], O. The product is Cn1cncc1S(=O)(=O)O. Reaction SMILES: [CH3:1][n:2]1[cH:3][n:4][c:5]([Cl:11])[c:6]1[S:7](=[O:8])(=[O:9])[OH:10].[H:12][H:13].[OH2:14]>>[CH3:1][n:2]1[cH:3][n:4][cH:5][c:6]1[S:7](=[O:8])(=[O:9])[OH:10].